From a dataset of the Open Reaction Database (ORD), a public repository of structured organic reaction records. describe an organic reaction: reactants, conditions, products, and yield Starting materials: O=C([O-])[O-], CS(C)=O, [Cl-], Cc1cc(F)ccc1-c1cc(Cl)ncc1N(C)C(=O)C(C)(C)c1cc(C(F)(F)F)cc(C(F)(F)F)c1, [K+], [K+], [NH4+], O=S1(=O)CCC2CNCCN21. Yields the product Cc1cc(F)ccc1-c1cc(N2CCN3C(CCS3(=O)=O)C2)ncc1N(C)C(=O)C(C)(C)c1cc(C(F)(F)F)cc(C(F)(F)F)c1. RXN SMILES: [C:48](=[O:49])([O-:50])[O-:51].[CH3:56][S:57]([CH3:58])=[O:59].[Cl-:54].[F:1][C:2]([c:3]1[cH:4][c:5]([C:13]([C:14](=[O:15])[N:16]([CH3:17])[c:18]2[cH:19][n:20][c:21]([Cl:32])[cH:22][c:23]2-[c:24]2[c:25]([CH3:31])[cH:26][c:27]([F:30])[cH:28][cH:29]2)([CH3:33])[CH3:34])[cH:6][c:7]([C:9]([F:10])([F:11])[F:12])[cH:8]1)([F:35])[F:36].[K+:52].[K+:53].[NH4+:55].[S:37]1(=[O:46])(=[O:47])[CH2:38][CH2:39][CH:40]2[N:41]1[CH2:42][CH2:43][NH:44][CH2:45]2>>[F:1][C:2]([c:3]1[cH:4][c:5]([C:13]([C:14](=[O:15])[N:16]([CH3:17])[c:18]2[cH:19][n:20][c:21]([N:44]3[CH2:43][CH2:42][N:41]4[S:37](=[O:46])(=[O:47])[CH2:38][CH2:39][CH:40]4[CH2:45]3)[cH:22][c:23]2-[c:24]2[c:25]([CH3:31])[cH:26][c:27]([F:30])[cH:28][cH:29]2)([CH3:33])[CH3:34])[cH:6][c:7]([C:9]([F:10])([F:11])[F:12])[cH:8]1)([F:35])[F:36]. Reactants: CS(=O)(=O)OCC1OCCC1 ((tetrahydro-2-furanyl)methyl methanesulfonate), C(CN)N (ethylendiamine), C(=O)([O-])[O-].[K+].[K+] (potassium carbonate, anhydrous). Reagents/catalysts: [I-].[Na+] (sodium iodide). Solvent: C(C)(=O)OCC (ethyl acetate). Reaction conditions: temperature 60 celsius, time 4 hour. Yields the product O1C(CCC1)CNCCN (N-[(tetrahydro-2-furanyl) methyl]ethylenediamine). As a reaction SMILES: CS(O[CH2:6][CH:7]1[CH2:11][CH2:10][CH2:9][O:8]1)(=O)=O.[CH2:12]([NH2:15])[CH2:13][NH2:14].C([O-])([O-])=O.[K+].[K+]>[I-].[Na+].C(OCC)(=O)C>[O:8]1[CH2:9][CH2:10][CH2:11][CH:7]1[CH2:6][NH:14][CH2:13][CH2:12][NH2:15] |f:2.3.4,5.6|. Procedure details: A mixture of 1.42 g of (tetrahydro-2-furanyl)methyl methanesulfonate, 5 ml of ethylendiamine, 1.53 g of potassium carbonate, anhydrous, and 0.1 g of sodium iodide was stirred at 60° C. for 4 hours. After the completion of reaction, ethyl acetate was added, and insolubles were then removed by filtration. The filtrate was concentrated under a reduced pressure, and the resultant residue was poured into 10 ml of a 6N aqueous solution of sodium hydroxide, followed by extraction with 100 ml of methyle...